This data is from the Open Reaction Database (ORD), a public repository of structured organic reaction records. The task is: describe an organic reaction: reactants, conditions, products, and yield Starting materials: BrBr (Bromine), COC=1C=C(C=C(C1OC)OC)C(C)=O (1-(3,4,5-trimethoxyphenyl)ethanone), O (water). The solvent is C(C)O (ethanol). Reaction conditions: temperature 0 celsius, time 1 hour. Yields the product BrCC(=O)C1=CC=CC=C1 (bromoacetophenone). Yield: 70.0%. As a reaction SMILES: [Br:1]Br.CO[C:5]1[CH:6]=[C:7]([C:15](=[O:17])[CH3:16])[CH:8]=[C:9](OC)[C:10]=1OC.O>C(O)C>[Br:1][CH2:16][C:15]([C:7]1[CH:8]=[CH:9][CH:10]=[CH:5][CH:6]=1)=[O:17]. Procedure: Bromine (160 mg, 1 mmol) was added dropwise to a stirred solution of an 1-(3,4,5-trimethoxyphenyl)ethanone (210 mg, 1 mmol) in ethanol (30 mL) and the solution was stirred at 0° C. for 1 h and then poured into water to form a precipitate. This was recrystallized from ethanol to give bromoacetophenone (70%) and used directly for next step. A mixture of bromoacetophenone (288 mg, 1 mmol) and benzothioamide (137 mg, 1 mmol) in ethanol was refluxed for 1 h. The reaction mixture was concentrated in v... Reactants: NC=1C(=C(C=C(C(=O)O)C1)S)OC1=CC=CC=C1 (5-amino-3-mercapto-4-phenoxybenzoic acid), C(C=C)Br (allyl bromide). The solvent is C(O)([O-])=O.[Na+] (sodium hydrogen carbonate). The product is C(C=C)SC=1C=C(C(=O)O)C=C(C1OC1=CC=CC=C1)N (3-Allylthio-5-amino-4-phenoxybenzoic acid). As a reaction SMILES: [NH2:1][C:2]1[C:3]([O:12][C:13]2[CH:18]=[CH:17][CH:16]=[CH:15][CH:14]=2)=[C:4]([SH:11])[CH:5]=[C:6]([CH:10]=1)[C:7]([OH:9])=[O:8].[CH2:19](Br)[CH:20]=[CH2:21]>C(=O)([O-])O.[Na+]>[CH2:21]([S:11][C:4]1[CH:5]=[C:6]([CH:10]=[C:2]([NH2:1])[C:3]=1[O:12][C:13]1[CH:14]=[CH:15][CH:16]=[CH:17][CH:18]=1)[C:7]([OH:9])=[O:8])[CH:20]=[CH2:19] |f:2.3|. Reported procedure: A solution of 5-amino-3-mercapto-4-phenoxybenzoic acid (2.6 g) in saturated sodium hydrogen carbonate (120 ml) is cooled to 4°C. While cooling and stirring, allyl bromide (1 g) is added, and the reaction mixture is kept under nitrogen. After additional stirring for 10 minutes, 3-allylthio-5-amino-4-phenoxybenzoic acid is precipitated by addition of hydrochloric acid until pH 3. After collection by filtration, recrystallisation from aqeuous ethanol, and drying in vacuo, the compound is obtained w...